From a dataset of the Open Reaction Database (ORD), a public repository of structured organic reaction records. describe an organic reaction: reactants, conditions, products, and yield Isolated yield 72.0%. Yields the product CC(=O)C1=CC=C(C(NC(=O)OC(C)(C)C)C(C)C)C=C1. Procedure: Prior to irradiation, the reaction mixture was degassed by bubbling argon for 20 minutes Run in CN(C)C=O (DMF). Reagents/catalysts: [Cs+].[Cs+].[O-]C([O-])=O (CsCO3), CC(C)(C)C1=CC(=NC=C1)C2=NC=CC(=C2)C(C)(C)C (4,4-di-tert-butyl-2,2-bipyridyl), COCCOC.Cl[Ni]Cl (NiCl2-glyme), CC(C)(C)C1=CC2=N(->[Ir+]34(<-N5=CC(C(F)(F)F)=CC=C5C5=C(F)C=C(F)C=C53)(<-N3=CC(C(F)(F)F)=CC=C3C3=C(F)C=C(F)C=C34)<-N3=C2C=C(C(C)(C)C)C=C3)C=C1.F[P-](F)(F)(F)(F)F (Ir[dF(CF3)ppy]2(dtbbpy)PF6). The reactants are CC(C)C(NC(=O)OC(C)(C)C)C(=O)O (Boc-Val-OH), [Br]C1=CC=C(C(C)=O)C=C1 (1-acetyl-4-bromobenzene). Conditions: temperature 23 celsius, time 72 hour. Reactants: C=C(C)c1ccccc1, CC#N, Cl, Cc1ccc(NC(N)=O)cc1. The product is Cc1ccc(NC(=O)NC(C)(C)c2ccccc2)cc1. As a reaction SMILES: [CH3:1][C:2](=[CH2:3])[c:4]1[cH:5][cH:6][cH:7][cH:8][cH:9]1.[CH3:22][C:23]#[N:24].[ClH:10].[c:11]1([CH3:21])[cH:12][cH:13][c:14]([NH:17][C:18](=[O:19])[NH2:20])[cH:15][cH:16]1>>[CH3:1][C:2]([CH3:3])([c:4]1[cH:5][cH:6][cH:7][cH:8][cH:9]1)[NH:20][C:18]([NH:17][c:14]1[cH:13][cH:12][c:11]([CH3:21])[cH:16][cH:15]1)=[O:19].